This data is from the Open Reaction Database (ORD), a public repository of structured organic reaction records. The task is: describe an organic reaction: reactants, conditions, products, and yield Reactants: ClC1=NC=C(C=C1C#N)C1=CC=[N+](C=C1)[O-] (2-chloro-3-cyano-5,4'-bipyridine-1'-oxide), C(C)N(CC)NCCC (diethylamino-1-propylamine). Solvent: C(C)O (ethanol). Yields the product C(#N)C=1C(=NC=C(C1)C1=CC=[N+](C=C1)[O-])NCCCN(CC)CC (3-Cyano-2-(3-diethylamino-1-propylamino)-5,4'-bipyridine-1'-oxide). As a reaction SMILES: Cl[C:2]1[C:7]([C:8]#[N:9])=[CH:6][C:5]([C:10]2[CH:15]=[CH:14][N+:13]([O-:16])=[CH:12][CH:11]=2)=[CH:4][N:3]=1.[CH2:17]([N:19](NCCC)[CH2:20][CH3:21])[CH3:18]>C(O)C>[C:8]([C:7]1[C:2]([NH:3][CH2:2][CH2:7][CH2:6][N:19]([CH2:17][CH3:18])[CH2:20][CH3:21])=[N:3][CH:4]=[C:5]([C:10]2[CH:15]=[CH:14][N+:13]([O-:16])=[CH:12][CH:11]=2)[CH:6]=1)#[N:9]. Procedure: A mixture of 1 g 2-chloro-3-cyano-5,4'-bipyridine-1'-oxide and 1.35 g diethylamino-1-propylamine in 50 ml ethanol is refluxed for 4 hours. Subsequently, the mixture is concentrated under vacuum and the oil remaining behind is crystallized first from ethanol/diethyl ether and subsequently from methanol. Yield: 1.3 g (90.9% of the theoretical yield), with a melting point of 132° C.-133° C.